This data is from the Open Reaction Database (ORD), a public repository of structured organic reaction records. The task is: describe an organic reaction: reactants, conditions, products, and yield Starting materials: C[Al](C)C (Trimethylaluminium), COC=1C=C(C=C(C1)OC)CCC=1C=C(NN1)N (5-[2-(3,5-dimethoxyphenyl)ethyl]-2H-pyrazol-3-amine), CN1CCC(=CC1)C=1N=CC(=NC1)C(=O)OC (methyl 5-(1-methyl-3,6-dihydro-2H-pyridin-4-yl)pyrazine-2-carboxylate). The solvent is C1(=CC=CC=C1)C (toluene). Conditions: temperature 60 celsius, time 18 hour. Yields the product COC=1C=C(C=C(C1)OC)CCC=1C=C(NN1)NC(=O)C1=NC=C(N=C1)C=1CCN(CC1)C (N-[5-[2-(3,5-dimethoxyphenyl)ethyl]-2H-pyrazol-3-yl]-5-(1-methyl-3,6-dihydro-2H -pyridin-4-yl)pyrazine-2-carboxamide). The yield is 24.4%. RXN SMILES: C[Al](C)C.[CH3:5][O:6][C:7]1[CH:8]=[C:9]([CH2:15][CH2:16][C:17]2[CH:18]=[C:19]([NH2:22])[NH:20][N:21]=2)[CH:10]=[C:11]([O:13][CH3:14])[CH:12]=1.[CH3:23][N:24]1[CH2:29][CH:28]=[C:27]([C:30]2[N:31]=[CH:32][C:33]([C:36](OC)=[O:37])=[N:34][CH:35]=2)[CH2:26][CH2:25]1>C1(C)C=CC=CC=1>[CH3:14][O:13][C:11]1[CH:10]=[C:9]([CH2:15][CH2:16][C:17]2[CH:18]=[C:19]([NH:22][C:36]([C:33]3[CH:32]=[N:31][C:30]([C:27]4[CH2:28][CH2:29][N:24]([CH3:23])[CH2:25][CH:26]=4)=[CH:35][N:34]=3)=[O:37])[NH:20][N:21]=2)[CH:8]=[C:7]([O:6][CH3:5])[CH:12]=1. Reported procedure: Trimethylaluminium (2M in toluene, 1.74 ml, 3.48 mmol) was added dropwise to a stirred suspension of 5-[2-(3,5-dimethoxyphenyl)ethyl]-2H-pyrazol-3-amine (343 mg, 1.39 mmol) and methyl 5-(1-methyl-3,6-dihydro-2H-pyridin-4-yl)pyrazine-2-carboxylate (324 mg, 1.39 mmol) in anhydrous toluene (6.94 ml) at ambient temperature. The resulting solution was then stirred at 60° C. for 18 h. The reaction mixture was quenched into methanol (100 mL) and treated with HCl (2M aqueous solution, to pH7 or lower) a... The reactants are CC(C)(C)OC(=O)NC(C(=O)O)c1cccc(N)c1, CC(=O)O, N#CO[K], O. The product is CC(C)(C)OC(=O)NC(C(=O)O)c1cccc(NC(N)=O)c1. RXN SMILES: [C:1]([CH3:2])([CH3:3])([CH3:4])[O:5][C:6](=[O:7])[NH:8][CH:9]([C:10](=[O:11])[OH:12])[c:13]1[cH:14][c:15]([NH2:19])[cH:16][cH:17][cH:18]1.[CH3:25][C:26](=[O:27])[OH:28].[K:20][O:21][C:22]#[N:23].[OH2:24]>>[C:1]([CH3:2])([CH3:3])([CH3:4])[O:5][C:6](=[O:7])[NH:8][CH:9]([C:10](=[O:11])[OH:12])[c:13]1[cH:14][c:15]([NH:19][C:22](=[O:21])[NH2:23])[cH:16][cH:17][cH:18]1. Starting materials: FC1=CC=C(OC=2C=C(C=CC2)C(C=O)C)C=C1 (2-[m-(p-fluorophenoxy)phenyl]propionaldehyde), 3-(p-fluoro-phenoxyphenyl)acetophenone, CCOC(=O)CCl (ethyl ester of chloroacetic acid). The product is FC1=CC=C(OC=2C=C(C=CC2)C(C(=O)O)C)C=C1 (2-[m-(p-fluorophenoxy)phenyl]propionic acid). RXN SMILES: [F:1][C:2]1[CH:18]=[CH:17][C:5]([O:6][C:7]2[CH:8]=[C:9]([CH:13]([CH3:16])[CH:14]=[O:15])[CH:10]=[CH:11][CH:12]=2)=[CH:4][CH:3]=1.CC[O:21]C(CCl)=O>>[F:1][C:2]1[CH:18]=[CH:17][C:5]([O:6][C:7]2[CH:8]=[C:9]([CH:13]([CH3:16])[C:14]([OH:21])=[O:15])[CH:10]=[CH:11][CH:12]=2)=[CH:4][CH:3]=1. Procedure: 2-[m-(p-fluorophenoxy)phenyl]propionaldehyde, which has been synthetically prepared in accordance with Example 1 from 3-(p-fluoro-phenoxyphenyl)acetophenone (boiling point: 137° - 138° C./0.5 mmHg) and ethyl ester of chloroacetic acid, is subjected to oxidation in the manner described in Example 1. There is thus obtained the purposed product in a form of oily substance having the melting point of 175° - 176° C./0.5 mmHg.